Dataset: the Open Reaction Database (ORD), a public repository of structured organic reaction records. Task: describe an organic reaction: reactants, conditions, products, and yield Reactants: C(C)(C)(C)OC(=O)N1CCN(CC1)C1=C2CCN(CC2=CC=C1)S(=O)(=O)C1=CC=CC=C1 (4-(2-Benzenesulfonyl-1,2,3,4-tetrahydroisoquinolin-5-yl)-piperazine-1-carboxylic acid tert-butyl ester), FC(C(=O)O)(F)F (trifluoroacetic acid). The product is FC(C(=O)O)(F)F.C1(=CC=CC=C1)S(=O)(=O)N1CC2=CC=CC(=C2CC1)N1CCNCC1 (2-Benzenesulfonyl-5-piperazin-1-yl-1,2,3,4-tetrahydroisoquinoline trifluoroacetic acid salt). As a reaction SMILES: C(OC([N:8]1[CH2:13][CH2:12][N:11]([C:14]2[CH:23]=[CH:22][CH:21]=[C:20]3[C:15]=2[CH2:16][CH2:17][N:18]([S:24]([C:27]2[CH:32]=[CH:31][CH:30]=[CH:29][CH:28]=2)(=[O:26])=[O:25])[CH2:19]3)[CH2:10][CH2:9]1)=O)(C)(C)C.[F:33][C:34]([F:39])([F:38])[C:35]([OH:37])=[O:36]>>[F:33][C:34]([F:39])([F:38])[C:35]([OH:37])=[O:36].[C:27]1([S:24]([N:18]2[CH2:17][CH2:16][C:15]3[C:20](=[CH:21][CH:22]=[CH:23][C:14]=3[N:11]3[CH2:10][CH2:9][NH:8][CH2:13][CH2:12]3)[CH2:19]2)(=[O:26])=[O:25])[CH:28]=[CH:29][CH:30]=[CH:31][CH:32]=1 |f:2.3|. Procedure: 4-(2-Benzenesulfonyl-1,2,3,4-tetrahydroisoquinolin-5-yl)-piperazine-1-carboxylic acid tert-butyl ester (1.76 mg) from Step 5 was dissolved in 3 mL of trifluoroacetic acid (TFA) and heated briefly via steam bath. Excess TFA was removed in vacuo, and the residue was recrystallized from absolute ethanol to yield 83 mg of 2-Benzenesulfonyl-5-piperazin-1-yl-1,2,3,4-tetrahydroisoquinoline trifluoroacetic acid salt as a white solid, MP=214–216° C., MS M+H=358. The reactants are [H-].[Na+] (sodium hydride), CN(C)C=O (DMF), BrC1=CC=C(C=C1)O (4-bromophenol), FC1=C(C(=O)O)C=C(C=N1)OC (2-fluoro-5-methoxynicotinic acid), Cl (HCl), ice, C(C)(=O)O (acetic acid). Run at temperature 0 celsius, time 2 minute. Yields the product BrC1=CC=C(OC2=C(C(=O)O)C=C(C=N2)OC)C=C1 (2-(4-bromophenoxy)-5-methoxynicotinic acid). Reaction SMILES: [H-].[Na+].CN(C=O)C.[Br:8][C:9]1[CH:14]=[CH:13][C:12]([OH:15])=[CH:11][CH:10]=1.F[C:17]1[N:25]=[CH:24][C:23]([O:26][CH3:27])=[CH:22][C:18]=1[C:19]([OH:21])=[O:20].C(O)(=O)C.Cl>>[Br:8][C:9]1[CH:14]=[CH:13][C:12]([O:15][C:17]2[N:25]=[CH:24][C:23]([O:26][CH3:27])=[CH:22][C:18]=2[C:19]([OH:21])=[O:20])=[CH:11][CH:10]=1 |f:0.1|. Procedure: To a slurry of sodium hydride (60% dispersion) (21.74 g, 543 mmol) in DMF (351 mL, 175 mmol) at 0° C. was added 4-bromophenol (60.7 g, 351 mmol) over the course of 5 minutes. Stirred at 0° C. for two minutes then removed from the ice bath and stirred for an additional 5 minutes at room temperature. Added 2-fluoro-5-methoxynicotinic acid (30 g, 175 mmol) portionwise over 10 minutes and heated the resulting slurry at 140° C. After cooling to room temperature the mixture was then poured onto 1 kg o... Reactants: CC1=C(C(CCC1)(C)C)/C=C/C(=O)C (β-ionone), O.C1(=CC=C(C=C1)S(=O)(=O)O)C (p-toluenesulphonic acid monohydrate). Run in C(C)(=O)OC(=C)C (isopropenyl acetate). Product: CC=1C(C(CCC1)(C)C)=CC=C(C)OC(C)=O (4-(2,6,6-trimethyl-2-cyclohexen-1-ylidene)-2-acetoxy-but-2-ene). Yield: 14611.2%. RXN SMILES: [CH3:1][C:2]1[CH2:7][CH2:6][CH2:5][C:4]([CH3:9])([CH3:8])[C:3]=1/[CH:10]=[CH:11]/[C:12]([CH3:14])=[O:13].[OH2:15].[C:16]1([CH3:26])C=CC(S(O)(=O)=O)=CC=1>C(OC(C)=C)(=O)C>[CH3:1][C:2]1[C:3](=[CH:10][CH:11]=[C:12]([O:13][C:16](=[O:15])[CH3:26])[CH3:14])[C:4]([CH3:8])([CH3:9])[CH2:5][CH2:6][CH:7]=1 |f:1.2|. Reported procedure: 96 g of β-ionone are dissolved in 500 ml of isopropenyl acetate and treated with 0.6 g of p-toluenesulphonic acid monohydrate. The mixture is stirred at reflux temperature under an inert gas atmosphere for 24 hours. The excess isopropenyl acetate is distilled off from the mixture under a vacuum (temperature ≤50° ) and then the mixture is treated several times with hexane in order to liberate residual amounts of isopropenyl acetate and concentrated again. In this manner, there are obtained 108 g ... Starting materials: B, COc1ccc(NC(=O)COc2ccc(Oc3ccnc4cc(OC)c(OC)cc34)cc2)cc1, Cl, [Na+], C1CCOC1, C1CCOC1, [OH-]. Product: COc1ccc(NCCOc2ccc(Oc3ccnc4cc(OC)c(OC)cc34)cc2)cc1. Reaction SMILES: [BH3:40].[CH3:1][O:2][c:3]1[cH:4][cH:5][c:6]([NH:9][C:10]([CH2:11][O:12][c:13]2[cH:14][cH:15][c:16]([O:19][c:20]3[cH:21][cH:22][n:23][c:24]4[cH:25][c:26]([O:32][CH3:33])[c:27]([O:30][CH3:31])[cH:28][c:29]34)[cH:17][cH:18]2)=[O:34])[cH:7][cH:8]1.[ClH:41].[Na+:43].[O:35]1[CH2:36][CH2:37][CH2:38][CH2:39]1.[O:44]1[CH2:45][CH2:46][CH2:47][CH2:48]1.[OH-:42]>>[CH3:1][O:2][c:3]1[cH:4][cH:5][c:6]([NH:9][CH2:10][CH2:11][O:12][c:13]2[cH:14][cH:15][c:16]([O:19][c:20]3[cH:21][cH:22][n:23][c:24]4[cH:25][c:26]([O:32][CH3:33])[c:27]([O:30][CH3:31])[cH:28][c:29]34)[cH:17][cH:18]2)[cH:7][cH:8]1.